This data is from the Open Reaction Database (ORD), a public repository of structured organic reaction records. The task is: describe an organic reaction: reactants, conditions, products, and yield Reactants: O=C(Cl)C(=O)Cl, ClCCl, COc1cc(-c2nn(C3CCC(N4CCN(C)CC4)CC3)c3ncnc(N)c23)ccc1N, CN(C)C=O, c1ccncc1, O=C(O)c1cc2ccccc2o1. Product: COc1cc(-c2nn(C3CCC(N4CCN(C)CC4)CC3)c3ncnc(N)c23)ccc1NC(=O)c1cc2ccccc2o1. As a reaction SMILES: [Cl:13][C:14]([C:15]([Cl:16])=[O:17])=[O:18].[Cl:56][CH2:57][Cl:58].[NH2:24][c:25]1[c:26]([O:54][CH3:55])[cH:27][c:28](-[c:31]2[n:32][n:33]([CH:41]3[CH2:42][CH2:43][CH:44]([N:47]4[CH2:48][CH2:49][N:50]([CH3:53])[CH2:51][CH2:52]4)[CH2:45][CH2:46]3)[c:34]3[n:35][cH:36][n:37][c:38]([NH2:40])[c:39]23)[cH:29][cH:30]1.[O:19]=[CH:20][N:21]([CH3:22])[CH3:23].[cH:59]1[cH:60][cH:61][n:62][cH:63][cH:64]1.[o:1]1[c:2]2[c:3]([cH:4][c:5]1[C:6](=[O:7])[OH:8])[cH:9][cH:10][cH:11][cH:12]2>>[o:1]1[c:2]2[c:3]([cH:4][c:5]1[C:6](=[O:8])[NH:24][c:25]1[c:26]([O:54][CH3:55])[cH:27][c:28](-[c:31]3[n:32][n:33]([CH:41]4[CH2:42][CH2:43][CH:44]([N:47]5[CH2:48][CH2:49][N:50]([CH3:53])[CH2:51][CH2:52]5)[CH2:45][CH2:46]4)[c:34]4[n:35][cH:36][n:37][c:38]([NH2:40])[c:39]34)[cH:29][cH:30]1)[cH:9][cH:10][cH:11][cH:12]2.